This data is from the Open Reaction Database (ORD), a public repository of structured organic reaction records. The task is: describe an organic reaction: reactants, conditions, products, and yield Starting materials: CCOC(=O)CC, CCOC(=O)c1cc(N(C)C)ncn1, COCCOC, [H-], [Na+]. Product: CCOC(=O)C(C)C(=O)c1cc(N(C)C)ncn1. As a reaction SMILES: [C:15]([CH2:16][CH3:17])(=[O:18])[O:19][CH2:20][CH3:21].[CH3:1][N:2]([c:3]1[cH:4][c:5]([C:9]([O:11][CH2:10][CH3:12])=[O:13])[n:6][cH:7][n:8]1)[CH3:14].[CH3:24][O:25][CH2:26][CH2:27][O:28][CH3:29].[H-:22].[Na+:23]>>[CH3:1][N:2]([c:3]1[cH:4][c:5]([C:9](=[O:11])[CH:16]([C:15](=[O:18])[O:19][CH2:20][CH3:21])[CH3:17])[n:6][cH:7][n:8]1)[CH3:14]. Starting materials: CC1=CC(=O)C=2C=CC=CC2C1=O (menadione), [OH-].[Na+] (NaOH), OO (hydrogen peroxide). Run in CO.O (methanol water). Conditions: time 10 minute. Yields the product CC12C(O1)C(=O)C3=CC=CC=C3C2=O (Menadione Epoxide). Isolated yield 91.5%. Reaction SMILES: [CH3:1][C:2]1[C:12](=[O:13])[C:11]2[CH:10]=[CH:9][CH:8]=[CH:7][C:6]=2[C:4](=[O:5])[CH:3]=1.[OH-:14].[Na+].OO>CO.O>[CH3:1][C:2]12[C:12](=[O:13])[C:11]3[C:6](=[CH:7][CH:8]=[CH:9][CH:10]=3)[C:4](=[O:5])[CH:3]1[O:14]2 |f:1.2,4.5|. Reported procedure: Menadione crystalline (1) (5 g, 29.04 mmol, 1 equivalent) and 2 M NaOH (7.26 mL, 14.52 mmol, 0.5 equivalents) are dissolved in a mixture of methanol/water 4:1 (50 mL) at 0-2° C. After stirring at this temperature for 10 minutes, 35% hydrogen peroxide is added (4.2 mL, 43.56 mmol, 1.5 equivalents). Work-up: after 30 minutes at 0° C. the product is extracted with ethyl ether. The organic phase is dried over Na2SO4 and evaporated under reduced pressure. A whitish powder is obtained (5 g, 26.57 mmol... The reactants are NC1=CC=C(C=C1)C(CC)=O (1-(4'-aminophenyl)-propan-1-one), C1(C=2C(C(=O)O1)=CC=CC2)=O (phthalic anhydride). The solvent is C(C)(=O)O (acetic acid). The product is C1(C=2C(C(N1C1=CC=C(C=C1)C(CC)=O)=O)=CC=CC2)=O (1-(4'-phthalimidophenyl)-propan-1-one). Isolated yield 75.0%. RXN SMILES: [NH2:1][C:2]1[CH:7]=[CH:6][C:5]([C:8](=[O:11])[CH2:9][CH3:10])=[CH:4][CH:3]=1.[C:12]1(=O)[O:17][C:15](=[O:16])[C:14]2=[CH:18][CH:19]=[CH:20][CH:21]=[C:13]12>C(O)(=O)C>[C:12]1(=[O:17])[N:1]([C:2]2[CH:3]=[CH:4][C:5]([C:8](=[O:11])[CH2:9][CH3:10])=[CH:6][CH:7]=2)[C:15](=[O:16])[C:14]2=[CH:18][CH:19]=[CH:20][CH:21]=[C:13]12. Reported procedure: A mixture of 1-(4'-aminophenyl)-propan-1-one (30 g, 0.2 mol), phthalic anhydride (60 g, 0.4 mol) and of acetic acid (300 ml) is heated at reflux for 2 h. The reaction mixture is cooled to room temperature and the precipitate consisting of 1-(4'-phthalimidophenyl)-propan-1-one (41 g, 0.150 mol, yield 75%) is filtered and dried in vacuo Reactants: C[Si](C)(C)[N-][Si](C)(C)C, ClCCCCI, O=C(O)Cc1ccc(OCC(F)(F)F)cc1, [Na+]. Product: O=C(O)C(CCCCCl)c1ccc(OCC(F)(F)F)cc1. Reaction SMILES: [CH3:18][Si:19]([N-:20][Si:21]([CH3:22])([CH3:23])[CH3:24])([CH3:25])[CH3:26].[Cl:27][CH2:28][CH2:29][CH2:30][CH2:31][I:32].[F:1][C:2]([CH2:3][O:4][c:5]1[cH:6][cH:7][c:8]([CH2:11][C:12](=[O:13])[OH:14])[cH:9][cH:10]1)([F:15])[F:16].[Na+:17]>>[F:1][C:2]([CH2:3][O:4][c:5]1[cH:6][cH:7][c:8]([CH:11]([C:12](=[O:13])[OH:14])[CH2:31][CH2:30][CH2:29][CH2:28][Cl:27])[cH:9][cH:10]1)([F:15])[F:16]. Starting materials: Cl (hydrochloric acid), 43.6, CC(C)N1CCC(CC1)(C(=O)OCC)NC1=CC=CC=C1 (ethyl 1-(1-methylethyl)-4-(phenylamino)-4-piperidinecarboxylate), [OH-].[K+] (potassium hydroxide), [OH-].[Na+] (sodium hydroxide). The solvent is C(CO)O (1,2-ethanediol), O (water). Product: 27, CC(C)N1CCC(CC1)(C(=O)O)NC1=CC=CC=C1 (1-(1-methylethyl)-4-(phenylamino)-4-piperidinecarboxylic acid). The yield is 68.5%. As a reaction SMILES: [CH3:1][CH:2]([N:4]1[CH2:9][CH2:8][C:7]([NH:15][C:16]2[CH:21]=[CH:20][CH:19]=[CH:18][CH:17]=2)([C:10]([O:12]CC)=[O:11])[CH2:6][CH2:5]1)[CH3:3].[OH-].[K+].Cl.[OH-].[Na+]>O.C(O)CO>[CH3:3][CH:2]([N:4]1[CH2:9][CH2:8][C:7]([NH:15][C:16]2[CH:17]=[CH:18][CH:19]=[CH:20][CH:21]=2)([C:10]([OH:12])=[O:11])[CH2:6][CH2:5]1)[CH3:1] |f:1.2,4.5|. Reported procedure: A mixture of 43.6 parts of ethyl 1-(1-methylethyl)-4-(phenylamino)-4-piperidinecarboxylate, 25.5 parts of potassium hydroxide and 137.5 parts of 1,2-ethanediol is stirred and refluxed for 3 hours. The reaction mixture is cooled, poured onto 250 parts of water and acidified with a concentrated hydrochloric acid solution. The whole is alkalized and saturated with sodium hydroxide solution 50%. The precipitated product is filtered off and dissolved in 300 parts of water while heating. The solution ...